This data is from the Open Reaction Database (ORD), a public repository of structured organic reaction records. The task is: describe an organic reaction: reactants, conditions, products, and yield The reactants are COC(C1=CC=C(C=C1)N(C)C(CNC(=O)[C@H]1N(C[C@@H](C1)SC(C)=O)S(=O)(=O)C1=CC2=CC=CC=C2C=C1)=O)=O ((2S,4R)-4-[[[[4-Acetylsulfanyl-1-(naphthalene-2-sulfonyl)-pyrrolidine-2-carbonyl]-amino]-acetyl]-methyl-amino]-benzoic acid methyl ester), C[O-].[Na+] (sodium methanolate). Run in CO (methanol), CO (methanol). Yields the product COC(C1=CC=C(C=C1)N(C)C(CN(C)C(=O)[C@H]1N(C[C@@H](C1)S)S(=O)(=O)C1=CC2=CC=CC=C2C=C1)=O)=O ((2S,4R)-4-[[[[4-Mercapto-1-(naphthalene-2-sulfonyl)-pyrrolidine-2-carbonyl]-methyl-amino]-acetyl]-methyl-amino]-benzoic acid methyl ester). Yield: 94.0%. Reaction SMILES: [CH3:1][O:2][C:3](=[O:40])[C:4]1[CH:9]=[CH:8][C:7]([N:10]([C:12](=[O:39])[CH2:13][NH:14][C:15]([C@@H:17]2[CH2:21][C@@H:20]([S:22]C(=O)C)[CH2:19][N:18]2[S:26]([C:29]2[CH:38]=[CH:37][C:36]3[C:31](=[CH:32][CH:33]=[CH:34][CH:35]=3)[CH:30]=2)(=[O:28])=[O:27])=[O:16])[CH3:11])=[CH:6][CH:5]=1.[CH3:41][O-].[Na+]>CO>[CH3:1][O:2][C:3](=[O:40])[C:4]1[CH:5]=[CH:6][C:7]([N:10]([C:12](=[O:39])[CH2:13][N:14]([C:15]([C@@H:17]2[CH2:21][C@@H:20]([SH:22])[CH2:19][N:18]2[S:26]([C:29]2[CH:38]=[CH:37][C:36]3[C:31](=[CH:32][CH:33]=[CH:34][CH:35]=3)[CH:30]=2)(=[O:28])=[O:27])=[O:16])[CH3:41])[CH3:11])=[CH:8][CH:9]=1 |f:1.2|. Procedure: 80 mg (0.134 mmol) (2S,4R)-4-[[[[4-Acetylsulfanyl-1-(naphthalene-2-sulfonyl)-pyrrolidine-2-carbonyl]-amino]-acetyl]-methyl-amino]-benzoic acid methyl ester in 5 ml methanol were treated with 335 μl 0.6M (0.2 mmol) sodium methanolate in methanol at 0° C. for 1 h. The solution was poured on EtOAc/1M KHSO4 and the inorganic phase was extracted with EtOAc, the organic phases were washed with brine, dried over Na2SO4 and were evaporated. Column chromatography with EtOAc yielded 70 mg (quant) (2S,4R)-... Reactants: N1=CC=CC(=C1)[C@H]1N(C)CCC1 ((S)-nicotine), BrCCCCCCC=C (8-bromo-oct-1-ene). Run in CC(=O)O (AcOH). Product: [Br-].CN1[C@@H](CCC1)C=1C=[N+](C=CC1)CCCCCCC=C ((S)-3-(1-methyl-pyrrolidin-2-yl)-1-oct-7-enyl-pyridinium bromide). Yield: 75.7%. As a reaction SMILES: [N:1]1[CH:6]=[C:5]([C@@H:7]2[CH2:12][CH2:11][CH2:10][N:8]2[CH3:9])[CH:4]=[CH:3][CH:2]=1.[Br:13][CH2:14][CH2:15][CH2:16][CH2:17][CH2:18][CH2:19][CH:20]=[CH2:21]>CC(O)=O>[Br-:13].[CH3:9][N:8]1[CH2:10][CH2:11][CH2:12][C@H:7]1[C:5]1[CH:6]=[N+:1]([CH2:21][CH2:20][CH2:19][CH2:18][CH2:17][CH2:16][CH:15]=[CH2:14])[CH:2]=[CH:3][CH:4]=1 |f:3.4|. Procedure details: To a stirred solution of (S)-nicotine (0.12 g, 0.71 mmol) in AcOH (2 ml) was added 8-bromo-oct-1-ene (0.34 g, 1.8 mmol). The mixture was heated at reflux for 3 days. AcOH was evaporated and the residue was dissolved in CHCl3. The mixture was washed with saturated aqueous NaHCO3, water and brine successively and dried. Evaporation of the solvent followed by titration with ether afforded 0.19 g (77%) of (S)-3-(1-methyl-pyrrolidin-2-yl)-1-oct-7-enyl-pyridinium bromide (NONB-7e) as a brown oil. 1H N...